This data is from the Open Reaction Database (ORD), a public repository of structured organic reaction records. The task is: describe an organic reaction: reactants, conditions, products, and yield Reactants: O=C([O-])[O-], CS(C)=O, Cl, COC(=O)CS(=O)(=O)CCC(F)(F)F, [K+], [K+], CCC(CCOS(=O)(=O)c1ccc(C)cc1)C(F)(F)F. Yields the product CCC(CCC(C(=O)OC)S(=O)(=O)CCC(F)(F)F)C(F)(F)F. As a reaction SMILES: [C:35](=[O:36])([O-:37])[O-:38].[CH3:42][S:43](=[O:44])[CH3:45].[ClH:41].[F:21][C:22]([CH2:23][CH2:24][S:25](=[O:26])(=[O:27])[CH2:28][C:29](=[O:30])[O:31][CH3:32])([F:33])[F:34].[K+:39].[K+:40].[c:1]1([CH3:2])[cH:3][cH:4][c:5]([S:6]([O:7][CH2:11][CH2:12][CH:13]([CH2:14][CH3:15])[C:16]([F:17])([F:18])[F:19])(=[O:8])=[O:9])[cH:10][cH:20]1>>[CH2:11]([CH2:12][CH:13]([CH2:14][CH3:15])[C:16]([F:17])([F:18])[F:19])[CH:28]([S:25]([CH2:24][CH2:23][C:22]([F:21])([F:33])[F:34])(=[O:26])=[O:27])[C:29](=[O:30])[O:31][CH3:32]. Reactants: O=C1C(=NC2=CC(=C(C=C2N1)C(F)(F)F)N1C=CC=C1)C(=O)OCC (ethyl 3,4-dihydro-3-oxo-7-(pyrrole-1-yl)-6-trifluoromethylquinoxaline-2-carboxylate), aqueous solution, [OH-].[K+] (potassium hydroxide). Solvent: C(C)O (ethanol). Product: O=C1C(=NC2=CC(=C(C=C2N1)C(F)(F)F)N1C=CC=C1)C(=O)O (3,4-Dihydro-3-oxo-7-(pyrrole-1-yl)-6-trifluoromethylquinoxaline-2-carboxylic Acid). The yield is 85.7%. As a reaction SMILES: [O:1]=[C:2]1[NH:11][C:10]2[C:5](=[CH:6][C:7]([N:16]3[CH:20]=[CH:19][CH:18]=[CH:17]3)=[C:8]([C:12]([F:15])([F:14])[F:13])[CH:9]=2)[N:4]=[C:3]1[C:21]([O:23]CC)=[O:22].[OH-].[K+]>C(O)C>[O:1]=[C:2]1[NH:11][C:10]2[C:5](=[CH:6][C:7]([N:16]3[CH:17]=[CH:18][CH:19]=[CH:20]3)=[C:8]([C:12]([F:15])([F:13])[F:14])[CH:9]=2)[N:4]=[C:3]1[C:21]([OH:23])=[O:22] |f:1.2|. Procedure details: To a solution of ethyl 3,4-dihydro-3-oxo-7-(pyrrole-1-yl)-6-trifluoromethylquinoxaline-2-carboxylate (67.0 mg, 191 μmol) in ethanol (2 ml) was added 1N aqueous solution of potassium hydroxide (382 μl, 382 μmol), and the mixture was refluxed for 1 hour. After cooling, the residue obtained by distilling off the solvent was dissolved into water and the pH value was brought to 2 with 4N hydrochloric acid. This was extracted with ethyl acetate and, after dried over anhydrous sodium sulfate, solvent w... Reactants: 2-l, C(C)(=O)OC(C)=O (acetic anhydride), N\C(=C(/C(=O)OCC)\C(NC1=CC=C(C=C1)Cl)=O)\C (ethyl 3-amino-2-(4-chlorophenylcarbamoyl)crotonate), C(OCC)(OCC)OCC (triethyl orthoformate). Product: ClC1=CC=C(C=C1)N1C=NC(=C(C1=O)C(=O)OCC)C (ethyl 1-(4-chlorophenyl)-1,6-dihydro-4-methyl-6-oxopyrimidine-5-carboxylate). Isolated yield 87.3%. RXN SMILES: [NH2:1]/[C:2](/[CH3:19])=[C:3](/[C:9](=[O:18])[NH:10][C:11]1[CH:16]=[CH:15][C:14]([Cl:17])=[CH:13][CH:12]=1)\[C:4]([O:6][CH2:7][CH3:8])=[O:5].[CH:20](OCC)(OCC)OCC.C(OC(=O)C)(=O)C>>[Cl:17][C:14]1[CH:13]=[CH:12][C:11]([N:10]2[C:9](=[O:18])[C:3]([C:4]([O:6][CH2:7][CH3:8])=[O:5])=[C:2]([CH3:19])[N:1]=[CH:20]2)=[CH:16][CH:15]=1. Procedure details: To a 2-l. three-necked flask are charged 250 g (0.88 mole) of ethyl 3-amino-2-(4-chlorophenylcarbamoyl)crotonate, 523 g. (3.54 moles) of triethyl orthoformate and 135 g (1.32 moles) of acetic anhydride. While stirring, reflux is initiated causing all solid to dissolve. After 15 to 16 hours at reflux, lower boiling liquid is distilled off (up to a head temperature of 90°-95° C.) and the dark reaction solution is subjected to rotary evaporation. Addition of the viscous residue to 4 l. of hot hexan... Reactants: C(C1=CC=CC=C1)N1CCC2=C(CC1)C=C(S2)C(=O)OCC (ethyl 6-benzyl-5,6,7,8-tetrahydro-4H-thieno[2,3-d]-azepine-2-carboxylate), Cl (hydrochloric acid). The reagents and catalysts are [Pd]=O (palladium oxide). Solvent: C(C)O (ethyl alcohol). Reaction conditions: time 3 hour. The product is Cl.S1C(=CC2=C1CCNCC2)C(=O)OCC (Ethyl 5,6,7,8-tetrahydro-4H-thieno[2,3-d]azepine-2-carboxylate hydrochloride). As a reaction SMILES: C([N:8]1[CH2:14][CH2:13][C:12]2[CH:15]=[C:16]([C:18]([O:20][CH2:21][CH3:22])=[O:19])[S:17][C:11]=2[CH2:10][CH2:9]1)C1C=CC=CC=1.[ClH:23]>C(O)C.[Pd]=O>[ClH:23].[S:17]1[C:11]2[CH2:10][CH2:9][NH:8][CH2:14][CH2:13][C:12]=2[CH:15]=[C:16]1[C:18]([O:20][CH2:21][CH3:22])=[O:19] |f:4.5|. Procedure details: 15.4 gm (0.049 mol) of ethyl 6-benzyl-5,6,7,8-tetrahydro-4H-thieno[2,3-d]-azepine-2-carboxylate were dissolved in 200 of ethyl alcohol by the addition of 50 ml of 1 N hydrochloric acid. After the addition of 5 gm of palladium oxide, the mixture was hydrogenated in an autoclave for 3 hours at 80° C. and under a hydrogen pressure of 5 bars. After the reaction mixture had been cooled, the catalyst was filtered off, the filtrate was evaporated, and the residue was triturated with acetone. The produc... Starting materials: C(C)OC(=O)C=1OC2=C(C1)C=C(C=C2)Br (5-bromo-benzofuran-2-carboxylic acid ethyl ester), CC1=C(C=CC(=C1)B1OC(C(O1)(C)C)(C)C)O (2-methyl-4-(4,4,5,5-tetramethyl-[1,3,2]dioxaborolan-2-yl)-phenol), C1(=CC=CC=C1)C (toluene), P(=O)([O-])([O-])[O-].[K+].[K+].[K+] (potassium phosphate), N-hydrate. Reagents/catalysts: CC(=O)[O-].CC(=O)[O-].[Pd+2] (Pd(OAc)2), C1(CCCCC1)P(C1(C(=C(C=CC1)OC)C1=CC=CC=C1)OC)C1CCCCC1 (2-dicyclohexylphosphino-2,6-dimethoxy-1,1′-biphenyl). Run in C1CCOC1 (THF). Conditions: temperature 85 celsius. Product: C(C)OC(=O)C=1OC2=C(C1)C=C(C=C2)C2=C(C=C(C=C2)O)C (5-(4-Hydroxy-2-methyl-phenyl)-benzofuran-2-carboxylic acid ethyl ester). The yield is 56.0%. Reaction SMILES: [CH2:1]([O:3][C:4]([C:6]1[O:7][C:8]2[CH:14]=[CH:13][C:12](Br)=[CH:11][C:9]=2[CH:10]=1)=[O:5])[CH3:2].C[C:17]1[CH:22]=[C:21](B2OC(C)(C)C(C)(C)O2)[CH:20]=[CH:19][C:18]=1[OH:32].P([O-])([O-])([O-])=O.[K+].[K+].[K+].[C:41]1(C)C=CC=CC=1>C1COCC1.CC([O-])=O.CC([O-])=O.[Pd+2].C1(P(C2CCCCC2)C2(OC)CC=CC(OC)=C2C2C=CC=CC=2)CCCCC1>[CH2:1]([O:3][C:4]([C:6]1[O:7][C:8]2[CH:14]=[CH:13][C:12]([C:21]3[CH:22]=[CH:17][C:18]([OH:32])=[CH:19][C:20]=3[CH3:41])=[CH:11][C:9]=2[CH:10]=1)=[O:5])[CH3:2] |f:2.3.4.5,8.9.10|. Reported procedure: A solution of 5-bromo-benzofuran-2-carboxylic acid ethyl ester (275 mg, 1.02 mmol) and 2-methyl-4-(4,4,5,5-tetramethyl-[1,3,2]dioxaborolan-2-yl)-phenol (239 mg, 1.11 mmol) in toluene (5.0 mL) and THF (5.0 mL) is added to a flask. The flask is evacuated and re-filled with N2 three times. Pd(OAc)2 (5 mg, 0.022 mmol) and 2-dicyclohexylphosphino-2,6-dimethoxy-1,1′-biphenyl (20 mg, 0.049) and potassium phosphate, tribasic, N-hydrate (432 mg, 2.04 mmol) are added and the mixture is heated at 85° C. fo... The reactants are C(C)OC1=CC=C(C=C1)[C@H]([C@@H](C(=O)N1C(OC[C@@H]1CC1=CC=CC=C1)=O)OC(C)C)O ((4S)-3-[(3R,2S)-3-(4-Ethoxyphenyl)-3-hydroxy-2-isopropoxypropanoyl]-4-benzyl-1,3-oxazolan-2-one), C(C)[SiH](CC)CC (triethylsilane). The solvent is FC(C(=O)O)(F)F (trifluoroacetic acid). Reaction conditions: time 24 hour. Product: C(C)OC1=CC=C(C=C1)C[C@@H](C(=O)N1C(OC[C@@H]1CC1=CC=CC=C1)=O)OC(C)C ((4S)-3-[(2S)-3-(4-ethoxyphenyl)-2-isopropoxypropanoyl]-4-benzyl-1,3-oxazolan-2-one). Isolated yield 101.0%. Reaction SMILES: [CH2:1]([O:3][C:4]1[CH:9]=[CH:8][C:7]([C@@H:10](O)[C@H:11]([O:27][CH:28]([CH3:30])[CH3:29])[C:12]([N:14]2[C@@H:18]([CH2:19][C:20]3[CH:25]=[CH:24][CH:23]=[CH:22][CH:21]=3)[CH2:17][O:16][C:15]2=[O:26])=[O:13])=[CH:6][CH:5]=1)[CH3:2].C([SiH](CC)CC)C>FC(F)(F)C(O)=O>[CH2:1]([O:3][C:4]1[CH:5]=[CH:6][C:7]([CH2:10][C@H:11]([O:27][CH:28]([CH3:29])[CH3:30])[C:12]([N:14]2[C@@H:18]([CH2:19][C:20]3[CH:21]=[CH:22][CH:23]=[CH:24][CH:25]=3)[CH2:17][O:16][C:15]2=[O:26])=[O:13])=[CH:8][CH:9]=1)[CH3:2]. Procedure details: 7.2 g of (4S)-3-[(3R,2S)-3-(4-Ethoxyphenyl)-3-hydroxy-2-isopropoxypropanoyl]-4-benzyl-1,3-oxazolan-2-one was dissolved in 200 ml of trifluoroacetic acid, 40 ml of triethylsilane was added, and the mixture was stirred for 24 hours. The solvent was evaporated, and the residue was purified by silica gel column chromatography (elution solvent: hexane-ethyl acetate), to give 7.0 g of (4S)-3-[(2S)-3-(4-ethoxyphenyl)-2-isopropoxypropanoyl]-4-benzyl-1,3-oxazolan-2-one as a colorless solid.